From a dataset of the Open Reaction Database (ORD), a public repository of structured organic reaction records. describe an organic reaction: reactants, conditions, products, and yield Starting materials: Cl (HCl), [OH-].[Na+] (NaOH), FC1=C(C=CC=C1)NC1=NN=C(O1)C(=O)NC1CCN(CC1)C1=CC=C(C=N1)CC(=O)OC (methyl (6-{4-[({5-[(2-fluorophenyl)amino]-1,3,4-oxadiazol-2-yl}carbonyl)amino]piperidin-1-yl}pyridin-3-yl)acetate), FC1=C(C=CC=C1)NC1=NN=C(O1)C(=O)NC1CCN(CC1)C1=CC=C(C=N1)CC(=O)OC (methyl (6-{4-[({5-[(2-fluorophenyl)amino]-1,3,4-oxadiazol-2-yl}carbonyl)amino]piperidin-1-yl}pyridin-3-yl)acetate). Solvent: CO (MeOH). Run at time 16 hour. Product: FC1=C(C=CC=C1)NC1=NN=C(O1)C(=O)NC1CCN(CC1)C1=CC=C(C=N1)CC(=O)O ((6-{4-[({5-[(2-Fluorophenyl)amino]-1,3,4-oxadiazol-2-yl}carbonyl)amino]-piperidin-1-yl}pyridin-3-yl)acetic acid). Isolated yield 2.5%. RXN SMILES: [OH-].[Na+].[F:3][C:4]1[CH:9]=[CH:8][CH:7]=[CH:6][C:5]=1[NH:10][C:11]1[O:15][C:14]([C:16]([NH:18][CH:19]2[CH2:24][CH2:23][N:22]([C:25]3[N:30]=[CH:29][C:28]([CH2:31][C:32]([O:34]C)=[O:33])=[CH:27][CH:26]=3)[CH2:21][CH2:20]2)=[O:17])=[N:13][N:12]=1.Cl>CO>[F:3][C:4]1[CH:9]=[CH:8][CH:7]=[CH:6][C:5]=1[NH:10][C:11]1[O:15][C:14]([C:16]([NH:18][CH:19]2[CH2:20][CH2:21][N:22]([C:25]3[N:30]=[CH:29][C:28]([CH2:31][C:32]([OH:34])=[O:33])=[CH:27][CH:26]=3)[CH2:23][CH2:24]2)=[O:17])=[N:13][N:12]=1 |f:0.1|. Procedure: A mixture of 2M NaOH (0.09 mL, 0.18 mmol) and methyl (6-{4-[({5-[(2-fluorophenyl)amino]-1,3,4-oxadiazol-2-yl}carbonyl)amino]piperidin-1-yl}pyridin-3-yl)acetate (Intermediate 102) (41 mg, 0.09 mmol) in MeOH (1 mL) was stirred for 16 h then acidified with 2M HCl and concentrated by evaporation. The residue purified by preparative HPLC to give the title compound (1 mg) as a gum; 1H NMR (CD3OD) δ 1.78-1.63 (m, 3H), 2.11-2.00 (m, 2H), 3.35-3.25 (m, 2H), 3.55 (s, 2H), 4.23-4.07 (m, 3H), 7.07-6.99 (m, ... The reactants are COC=1C=C(CC2C(CCCC2)CO)C=CC1 ([2-(3-methoxybenzyl)cyclohexyl]methanol), C(C)(=O)OC(C)=O (acetic anhydride), Cl (HCl). The solvent is N1=CC=CC=C1 (pyridine). Reaction conditions: temperature 0 celsius, time 1 hour. The product is C(C)(=O)OCC1C(CCCC1)CC1=CC(=CC=C1)OC ([2-(3-methoxybenzyl)cyclohexyl]methyl acetate). As a reaction SMILES: [CH3:1][O:2][C:3]1[CH:4]=[C:5]([CH:15]=[CH:16][CH:17]=1)[CH2:6][CH:7]1[CH2:12][CH2:11][CH2:10][CH2:9][CH:8]1[CH2:13][OH:14].[C:18](OC(=O)C)(=[O:20])[CH3:19].Cl>N1C=CC=CC=1>[C:18]([O:14][CH2:13][CH:8]1[CH2:9][CH2:10][CH2:11][CH2:12][CH:7]1[CH2:6][C:5]1[CH:15]=[CH:16][CH:17]=[C:3]([O:2][CH3:1])[CH:4]=1)(=[O:20])[CH3:19]. Reported procedure: To a solution of [2-(3-methoxybenzyl)cyclohexyl]methanol (1.5 g) in pyridine (7.5 mL) was added acetic anhydride (4.1 mL) at 0° C. The reaction mixture was stirred at 0° C. for 1 hour and at ambient temperature for 1 hour. The reaction mixture was added 1M HCl aqueous solution and was extracted with EtOAc. The organic layer was washed with 1M HCl aqueous solution and saturated NaHCO3 aqueous solution, and brine. The organic layer was dried over anhydrous MgSO4, filtered and evaporated in vacuo t...